The task is: describe an organic reaction: reactants, conditions, products, and yield. This data is from the Open Reaction Database (ORD), a public repository of structured organic reaction records. Starting materials: CCOC(=O)C(C)(C)CCCCOc1ccc(NC(=O)CCCn2ccnc2)cc1, CO, [Na+], [OH-]. The product is CC(C)(CCCCOc1ccc(NC(=O)CCCn2ccnc2)cc1)C(=O)O. Reaction SMILES: [CH2:1]([CH3:2])[O:3][C:4]([C:5]([CH2:6][CH2:7][CH2:8][CH2:9][O:10][c:11]1[cH:12][cH:13][c:14]([NH:17][C:18]([CH2:19][CH2:20][CH2:21][n:22]2[cH:23][n:24][cH:25][cH:26]2)=[O:27])[cH:15][cH:16]1)([CH3:28])[CH3:29])=[O:30].[CH3:33][OH:34].[Na+:32].[OH-:31]>>[O:3]=[C:4]([C:5]([CH2:6][CH2:7][CH2:8][CH2:9][O:10][c:11]1[cH:12][cH:13][c:14]([NH:17][C:18]([CH2:19][CH2:20][CH2:21][n:22]2[cH:23][n:24][cH:25][cH:26]2)=[O:27])[cH:15][cH:16]1)([CH3:28])[CH3:29])[OH:30]. Reactants: CC(=O)OC(C)=O, Nc1ccc(C(O)(C(F)(F)F)C(F)(F)F)cc1, c1ccncc1. Yields the product CC(=O)Nc1ccc(C(O)(C(F)(F)F)C(F)(F)F)cc1. As a reaction SMILES: [CH3:18][C:19](=[O:20])[O:21][C:22]([CH3:23])=[O:24].[NH2:1][c:2]1[cH:3][cH:4][c:5]([C:8]([C:9]([F:10])([F:11])[F:12])([C:13]([F:14])([F:15])[F:16])[OH:17])[cH:6][cH:7]1.[cH:25]1[cH:26][cH:27][n:28][cH:29][cH:30]1>>[NH:1]([c:2]1[cH:3][cH:4][c:5]([C:8]([C:9]([F:10])([F:11])[F:12])([C:13]([F:14])([F:15])[F:16])[OH:17])[cH:6][cH:7]1)[C:19]([CH3:18])=[O:20]. Starting materials: C(C)OC(CNS(=O)(=O)C1=CN=C(S1)NC(=O)N(C1=CC(=C(C=C1)F)F)CC1CCCC1)=O ({2-[3-cyclopentylmethyl-3-(3,4-difluoro-phenyl)-ureido]-thiazole-5-sulfonylamino}-acetic acid ethyl ester), C1(CCCC1)C=O (cyclopentanecarbaldehyde), C(C)OC(CNS(=O)(=O)C1=CN=C(S1)N)=O ((2-amino-thiazole-5-sulfonylamino)-acetic acid ethyl ester), C1(CCCC1)CN(C(NC=1SC=C(N1)CC(=O)O)=O)C1=CC(=C(C=C1)F)F ({2-[3-cyclopentylmethyl-3-(3,4-difluoro-phenyl)-ureido]-thiazol-4-yl}-acetic acid), FC=1C=C(N)C=CC1F (3,4-difluoroaniline), COC(=O)[C@H]1N(CCC1)S(=O)(=O)C1=CN=C(S1)N ((S)-1-(2-amino-thiazole-5-sulfonyl)-pyrrolidine-2-carboxylic acid methyl ester). Product: C1(CCCC1)CN(C(NC=1SC(=CN1)S(=O)(=O)NCC(=O)O)=O)C1=CC(=C(C=C1)F)F ({2-[3-Cyclopentylmethyl-3-(3,4-difluoro-phenyl)-ureido]-thiazole-5-sulfonylamino}-acetic acid). As a reaction SMILES: C([O:3][C:4](=[O:33])[CH2:5][NH:6][S:7]([C:10]1[S:14][C:13]([NH:15][C:16]([N:18]([CH2:27][CH:28]2[CH2:32][CH2:31][CH2:30][CH2:29]2)[C:19]2[CH:24]=[CH:23][C:22]([F:25])=[C:21]([F:26])[CH:20]=2)=[O:17])=[N:12][CH:11]=1)(=[O:9])=[O:8])C.C1(CN(C2C=CC(F)=C(F)C=2)C(=O)NC2SC=C(CC(O)=O)N=2)CCCC1.FC1C=C(C=CC=1F)N.C1(C=O)CCCC1.C(OC(=O)CNS(C1SC(N)=NC=1)(=O)=O)C.COC([C@@H]1CCCN1S(C1SC(N)=NC=1)(=O)=O)=O>>[CH:28]1([CH2:27][N:18]([C:19]2[CH:24]=[CH:23][C:22]([F:25])=[C:21]([F:26])[CH:20]=2)[C:16](=[O:17])[NH:15][C:13]2[S:14][C:10]([S:7]([NH:6][CH2:5][C:4]([OH:33])=[O:3])(=[O:8])=[O:9])=[CH:11][N:12]=2)[CH2:32][CH2:31][CH2:30][CH2:29]1. Reported procedure: The title compound was prepared via {2-[3-cyclopentylmethyl-3-(3,4-difluoro-phenyl)-ureido]-thiazole-5-sulfonylamino}-acetic acid ethyl ester in a similar manner as described for the synthesis of {2-[3-cyclopentylmethyl-3-(3,4-difluoro-phenyl)-ureido]-thiazol-4-yl}-acetic acid, using 3,4-difluoroaniline, cyclopentanecarbaldehyde and (2-amino-thiazole-5-sulfonylamino)-acetic acid ethyl ester the latter prepared in a similar manner as (S)-1-(2-amino-thiazole-5-sulfonyl)-pyrrolidine-2-carboxylic ac... The reactants are OC1=C2CCNC(C2=CC=C1)=O (3,4-dihydro-5-hydroxy-1(2H)-isoquinolinone), C([O-])([O-])=O.[Cs+].[Cs+] (cesium carbonate), C(C1=CC=CC=C1)Br (benzyl bromide), C([O-])([O-])=O.[Cs+].[Cs+] (cesium carbonate), C(C1=CC=CC=C1)Br (benzyl bromide). Run in C(C)O (ethanol). Run at time 18 hour. Product: C1(=CC=CC=C1)COC1=C2CCNC(C2=CC=C1)=O (3,4-Dihydro-5-(phenylmethoxy)-1(2H)-isoquinolinone). The yield is 80.8%. As a reaction SMILES: [OH:1][C:2]1[CH:11]=[CH:10][CH:9]=[C:8]2[C:3]=1[CH2:4][CH2:5][NH:6][C:7]2=[O:12].C(=O)([O-])[O-].[Cs+].[Cs+].[CH2:19](Br)[C:20]1[CH:25]=[CH:24][CH:23]=[CH:22][CH:21]=1>C(O)C>[C:20]1([CH2:19][O:1][C:2]2[CH:11]=[CH:10][CH:9]=[C:8]3[C:3]=2[CH2:4][CH2:5][NH:6][C:7]3=[O:12])[CH:25]=[CH:24][CH:23]=[CH:22][CH:21]=1 |f:1.2.3|. Procedure: To a mixture of 2.4 g (14.7 mmol) of 3,4-dihydro-5-hydroxy-1(2H)-isoquinolinone and 2.5 g of cesium carbonate in 30 ml of ethanol was added 2.5 g (15.0 mmol) of benzyl bromide. The mixture was stirred for 18 hours at room temperature. Then an additional 2.5 g of cesium carbonate and 2.5 g of benzyl bromide was added and the mixture was heated under reflux conditions for four hours. The reaction was partitioned between water and ether, the ether layer was filtered (to remove solid), dried (MgSO4)... The reactants are intermediate, C(C)(=O)N1CCC2=CC=C(C=C12)N(C(\C=C\C1=CC=C(C=C1)Cl)=O)C1CCNCC1 (trans-N-(1-Acetyl-2,3-dihydro-1H-indol-6-yl)-3-(4-chloro-phenyl)-N-piperidin-4-yl-acrylamide), C(=O)(C(F)(F)F)O (TFA), C(C)(C)(C)OC(=O)N1CCC(CC1)N(C(\C=C\C1=CC=C(C=C1)Cl)=O)C1=CC=C2CCN(C2=C1)C(C)=O (trans-4-{(1-Acetyl-2,3-dihydro-1H-indol-6-yl)-[3-(4-chloro-phenyl)-acryloyl]-amino}-piperidine-1-carboxylic acid tert-butyl ester), ClC1=CC=C(C=C1)/C=C/C(=O)O (trans-3-(4-chloro-phenyl)-acrylic acid), C(C)(=O)N1CCC2=CC=C(C=C12)N(C(\C=C\C1=CC=CC=C1)=O)C1CCN(CC1)CCCC1=CC=CC=C1 (trans-N-(1-Acetyl-2,3-dihydro-1H-indol-6-yl)-3-phenyl-N-[1-(3-phenyl-propyl)-piperidin-4-yl]-acrylamide). Solvent: C(Cl)Cl (CH2Cl2). Run at time 30 minute. Product: ester, C(C)(=O)N1CCC2=CC=C(C=C12)N(C(\C=C\C1=CC=C(C=C1)Cl)=O)C1CCN(CC1)CCC1CCCCC1 (trans-N-(1-Acetyl-2,3-dihydro-1H-indol-6-yl)-3-(4-chloro-phenyl)-N-[1-(2-cyclohexyl-ethyl)-piperidin-4-yl]-acrylamide). The yield is 98.0%. As a reaction SMILES: C(OC(N1CCC(N(C2C=C3C(CCN3C(=O)C)=CC=2)C(=O)/[CH:16]=[CH:17]/[C:18]2[CH:23]=[CH:22][C:21](Cl)=[CH:20][CH:19]=2)CC1)=O)(C)(C)C.ClC1C=CC(/C=C/C(O)=O)=CC=1.C(N1C2C(=CC=C(N(C3CCN(CCCC4C=CC=CC=4)CC3)C(=O)/C=C/C3C=CC=CC=3)C=2)CC1)(=O)C.[C:88]([N:91]1[C:99]2[C:94](=[CH:95][CH:96]=[C:97]([N:100]([CH:112]3[CH2:117][CH2:116][NH:115][CH2:114][CH2:113]3)[C:101](=[O:111])/[CH:102]=[CH:103]/[C:104]3[CH:109]=[CH:108][C:107]([Cl:110])=[CH:106][CH:105]=3)[CH:98]=2)[CH2:93][CH2:92]1)(=[O:90])[CH3:89].C(O)(C(F)(F)F)=O>C(Cl)Cl>[C:88]([N:91]1[C:99]2[C:94](=[CH:95][CH:96]=[C:97]([N:100]([CH:112]3[CH2:117][CH2:116][N:115]([CH2:16][CH2:17][CH:18]4[CH2:23][CH2:22][CH2:21][CH2:20][CH2:19]4)[CH2:114][CH2:113]3)[C:101](=[O:111])/[CH:102]=[CH:103]/[C:104]3[CH:109]=[CH:108][C:107]([Cl:110])=[CH:106][CH:105]=3)[CH:98]=2)[CH2:93][CH2:92]1)(=[O:90])[CH3:89]. Reported procedure: trans-4-{(1-Acetyl-2,3-dihydro-1H-indol-6-yl)-[3-(4-chloro-phenyl)-acryloyl]-amino}-piperidine-1-carboxylic acid tert-butyl ester. The ester (1.26 g, 87%) was prepared as in Example 20 using trans-3-(4-chloro-phenyl)-acrylic acid in place of trans-3-thiophen-3-yl-acrylic acid and 4-(1-acetyl-2,3-dihydro-1H-indol-6-ylamino)-piperidine-1-carboxylic acid tert-butyl ester (Example 41, Step A) in place of 1-[6-(1-benzyl-piperidin-4-ylamino)-2,3-dihydro-indol-1-yl]-ethanone. 1H NMR (500 MHz, CDCl3): 8... The reactants are BrC=1C(=NC=C(C(=O)NC2=CC=C(C=C2)SC(F)(F)F)C1)N1C[C@H](CC1)CO ((S)-5-bromo-6-(3-(hydroxymethyl)pyrrolidin-1-yl)-N-(4-((trifluoromethyl)thio)phenyl)nicotinamide), O1C(CCCC1)N1N=CC=C1B1OC(C(O1)(C)C)(C)C (1-(tetrahydro-2H-pyran-2-yl)-5-(4,4,5,5-tetramethyl-1,3,2-dioxaborolan-2-yl)-1H-pyrazole). Product: OC[C@@H]1CN(CC1)C1=NC=C(C(=O)NC2=CC=C(C=C2)SC(F)(F)F)C=C1C1=CC=NN1 ((S)-6-(3-(Hydroxymethyl)pyrrolidin-1-yl)-5-(1H-pyrazol-5-yl)-N-(4-((trifluoromethyl)thio)phenyl)nicotinamide). RXN SMILES: Br[C:2]1[C:3]([N:22]2[CH2:26][CH2:25][C@H:24]([CH2:27][OH:28])[CH2:23]2)=[N:4][CH:5]=[C:6]([CH:21]=1)[C:7]([NH:9][C:10]1[CH:15]=[CH:14][C:13]([S:16][C:17]([F:20])([F:19])[F:18])=[CH:12][CH:11]=1)=[O:8].O1CCCCC1[N:35]1[C:39](B2OC(C)(C)C(C)(C)O2)=[CH:38][CH:37]=[N:36]1>>[OH:28][CH2:27][C@H:24]1[CH2:25][CH2:26][N:22]([C:3]2[C:2]([C:37]3[NH:36][N:35]=[CH:39][CH:38]=3)=[CH:21][C:6]([C:7]([NH:9][C:10]3[CH:15]=[CH:14][C:13]([S:16][C:17]([F:20])([F:19])[F:18])=[CH:12][CH:11]=3)=[O:8])=[CH:5][N:4]=2)[CH2:23]1. Reported procedure: The title compound was prepared in an analogous fashion to that described in Example 10 using (S)-5-bromo-6-(3-(hydroxymethyl)pyrrolidin-1-yl)-N-(4-((trifluoromethyl)thio)phenyl)nicotinamide (Stage 12.1) and 1-(tetrahydro-2H-pyran-2-yl)-5-(4,4,5,5-tetramethyl-1,3,2-dioxaborolan-2-yl)-1H-pyrazole to afford a pale yellow powder. UPLC-MS (Condition 3) tR=0.99 min, m/z=464.2 [M+H]+, m/z=462.2 [M−H]−; 1H-NMR (400 MHz, DMSO-d6) d ppm 1.48-1.64 (m, 1H) 1.76-1.93 (m, 1H) 2.15-2.27 (m, 1H) 3.04 (dd, J=11... The reactants are CCO, NN, O=C1c2ccccc2C(=O)N1OCc1ccc2ccccc2n1. Product: NOCc1ccc2ccccc2n1. As a reaction SMILES: [CH3:26][CH2:27][OH:28].[NH2:24][NH2:25].[n:1]1[c:2]([CH2:11][O:12][N:13]2[C:14](=[O:15])[c:16]3[cH:17][cH:18][cH:19][cH:20][c:21]3[C:22]2=[O:23])[cH:3][cH:4][c:5]2[cH:6][cH:7][cH:8][cH:9][c:10]12>>[n:1]1[c:2]([CH2:11][O:12][NH2:13])[cH:3][cH:4][c:5]2[cH:6][cH:7][cH:8][cH:9][c:10]12.